Dataset: the Open Reaction Database (ORD), a public repository of structured organic reaction records. Task: describe an organic reaction: reactants, conditions, products, and yield Reaction SMILES: [CH3:1][C:2]1[C:11]2[C:6](=[CH:7][C:8]([O:14][CH3:15])=[C:9]([O:12][CH3:13])[CH:10]=2)[CH2:5][CH2:4][N:3]=1.[CH2:16]=[O:17].[CH3:18][O-:19].[Na+]>CO>[OH:17][CH2:16][CH:1]([CH2:18][OH:19])[C:2]1[C:11]2[C:6](=[CH:7][C:8]([O:14][CH3:15])=[C:9]([O:12][CH3:13])[CH:10]=2)[CH2:5][CH2:4][N:3]=1 |f:2.3|. Starting materials: CC1=NCCC2=CC(=C(C=C12)OC)OC (1-methyl-6,7-dimethoxy-3,4-dihydroisoquinoline), C=O (formaldehyde), C[O-].[Na+] (sodium methylate). Yields the product OCC(C1=NCCC2=CC(=C(C=C12)OC)OC)CO (1-[bis(hydroxymethyl)-methyl]-6,7-dimethoxy-3,4-dihydroisoquinoline), product. Solvent: CO (methanol). Procedure details: To 1 mole (205.3 g) of 1-methyl-6,7-dimethoxy-3,4-dihydroisoquinoline 100 ml of a 30% aqueous formaldehyde solution and then freshly prepared sodium methylate (1 g of sodium+50 ml of methanol) are added. The mixture is then slightly refluxed in 500 ml of methanol for 2 hours. The reaction mixture is evaporated under reduced pressure and the obtained crystalline product is recrystallized from a mixture of acetone and ether. The aimed compound is obtained with the same melting point as the product... Isolated yield 79.0%. Reactants: ClCCCCC1N(C(CC1)C1=CC=C(C=C1)F)S(=O)(=O)C1=CC=C(C=C1)C ((2RS,5RS)-2-(4-chloro-butyl)-5-(4-fluoro-phenyl)-1-(toluene-4-sulfonyl)-pyrrolidine), N1C=NC=C1 (1H-imidazole). The product is FC1=CC=C(C=C1)C1CCC(N1S(=O)(=O)C1=CC=C(C=C1)C)CCCCN1C=NC=C1 ((2RS,5RS)-1-{4-[5-(4-Fluoro-phenyl)-1-(toluene-4-sulfonyl)-pyrrolidin-2-yl]-butyl}-1H-imidazole). Reaction SMILES: Cl[CH2:2][CH2:3][CH2:4][CH2:5][CH:6]1[CH2:10][CH2:9][CH:8]([C:11]2[CH:16]=[CH:15][C:14]([F:17])=[CH:13][CH:12]=2)[N:7]1[S:18]([C:21]1[CH:26]=[CH:25][C:24]([CH3:27])=[CH:23][CH:22]=1)(=[O:20])=[O:19].[NH:28]1[CH:32]=[CH:31][N:30]=[CH:29]1>>[F:17][C:14]1[CH:15]=[CH:16][C:11]([CH:8]2[N:7]([S:18]([C:21]3[CH:22]=[CH:23][C:24]([CH3:27])=[CH:25][CH:26]=3)(=[O:19])=[O:20])[CH:6]([CH2:5][CH2:4][CH2:3][CH2:2][N:28]3[CH:32]=[CH:31][N:30]=[CH:29]3)[CH2:10][CH2:9]2)=[CH:12][CH:13]=1. Procedure details: The title compound, colorless oil, MS: m/e=442.4 (M+H+), was prepared in accordance with the general method of example 82b from (2RS,5RS)-2-(4-chloro-butyl)-5-(4-fluoro-phenyl)-1-(toluene-4-sulfonyl)-pyrrolidine and 1H-imidazole. Starting materials: NC[C@@H]1[C@H]2C[C@H]2CN1C(=O)C=1N=C(SC1C=1C=C(C=CC1)C)C (((1S,2S,5R)-2-Aminomethyl-3-aza-bicyclo[3.1.0]hex-3-yl)-(2-methyl-5-m-tolyl-thiazol-4-yl)-methanone), O1CCC=2C1=CC=CC2C(=O)O (2,3-Dihydro-benzofuran-4-carboxylic acid). Procedure details: prepared by reaction of ((1S,2S,5R)-2-Aminomethyl-3-aza-bicyclo[3.1.0]hex-3-yl)-(2-methyl-5-m-tolyl-thiazol-4-yl)-methanone with 2,3-Dihydro-benzofuran-4-carboxylic acid. LC-MS (basic): tR=0.90 min; [M+H]+=474.4. As a reaction SMILES: [NH2:1][CH2:2][C@H:3]1[N:8]([C:9]([C:11]2[N:12]=[C:13]([CH3:23])[S:14][C:15]=2[C:16]2[CH:17]=[C:18]([CH3:22])[CH:19]=[CH:20][CH:21]=2)=[O:10])[CH2:7][C@H:6]2[C@@H:4]1[CH2:5]2.[O:24]1[C:28]2=[CH:29][CH:30]=[CH:31][C:32]([C:33](O)=[O:34])=[C:27]2[CH2:26][CH2:25]1>>[CH3:23][C:13]1[S:14][C:15]([C:16]2[CH:17]=[C:18]([CH3:22])[CH:19]=[CH:20][CH:21]=2)=[C:11]([C:9]([N:8]2[CH2:7][C@H:6]3[C@H:4]([CH2:5]3)[C@H:3]2[CH2:2][NH:1][C:33]([C:32]2[CH:31]=[CH:30][CH:29]=[C:28]3[O:24][CH2:25][CH2:26][C:27]=23)=[O:34])=[O:10])[N:12]=1. Yields the product CC=1SC(=C(N1)C(=O)N1[C@@H]([C@H]2C[C@H]2C1)CNC(=O)C=1C=CC=C2C1CCO2)C=2C=C(C=CC2)C (2,3-Dihydro-benzofuran-4-carboxylic Acid[(1S,2S,5R)-3-(2-methyl-5-m-tolyl-thiazole-4-carbonyl)-3-aza-bicyclo[3.1.0]hex-2-ylmethyl]-amide).